Dataset: the Open Reaction Database (ORD), a public repository of structured organic reaction records. Task: describe an organic reaction: reactants, conditions, products, and yield Starting materials: CCCCO, CNCCC1CC(=O)N(C)c2ccc(OC)cc21, [Na]. The product is COc1ccc2c(c1)C1CCN(C)C(C1)N2C. As a reaction SMILES: [CH2:20]([OH:21])[CH2:22][CH2:23][CH3:24].[CH3:1][O:2][c:3]1[cH:4][c:5]2[c:10]([cH:11][cH:12]1)[N:9]([CH3:13])[C:8](=[O:14])[CH2:7][CH:6]2[CH2:15][CH2:16][NH:17][CH3:18].[Na:19]>>[CH3:1][O:2][c:3]1[cH:4][c:5]2[c:10]([cH:11][cH:12]1)[N:9]([CH3:13])[CH:8]1[CH2:7][CH:6]2[CH2:15][CH2:16][N:17]1[CH3:18].